The task is: describe an organic reaction: reactants, conditions, products, and yield. This data is from the Open Reaction Database (ORD), a public repository of structured organic reaction records. Reactants: O=C([O-])O, CCOC(C)=O, COc1ccc(O)cc1, ClC(Cl)Cl, COc1cc2nccc(Cl)c2cc1OC, [Na+]. The product is COc1ccc(Oc2ccnc3cc(OC)c(OC)cc23)cc1. RXN SMILES: [C:25](=[O:26])([O-:27])[OH:28].[C:30]([O:31][CH2:32][CH3:33])(=[O:34])[CH3:35].[CH3:16][O:17][c:18]1[cH:19][cH:20][c:21]([OH:24])[cH:22][cH:23]1.[CH:36]([Cl:37])([Cl:38])[Cl:39].[Cl:1][c:2]1[cH:3][cH:4][n:5][c:6]2[cH:7][c:8]([O:14][CH3:15])[c:9]([O:12][CH3:13])[cH:10][c:11]12.[Na+:29]>>[c:2]1([O:24][c:21]2[cH:20][cH:19][c:18]([O:17][CH3:16])[cH:23][cH:22]2)[cH:3][cH:4][n:5][c:6]2[cH:7][c:8]([O:14][CH3:15])[c:9]([O:12][CH3:13])[cH:10][c:11]12. Reactants: BrC=1C=C(CN2N=C(N=C2C)C2=NC(=NO2)C2=CC=C(C=C2)OC(F)(F)F)C=CC1 (5-(1-(3-bromobenzyl)-5-methyl-1H-1,2,4-triazol-3-yl)-3-(4-(trifluoromethoxy)phenyl)-1,2,4-oxadiazole), N1CCNCC1 (piperazine), C(C)(C)(C)O[Na] (t-BuONa), CC(C)OC1=C(C(=CC=C1)OC(C)C)C2=CC=CC=C2P(C3CCCCC3)C4CCCCC4 (Ruphos). The reagents and catalysts are C=1C=CC(=CC1)/C=C/C(=O)/C=C/C2=CC=CC=C2.C=1C=CC(=CC1)/C=C/C(=O)/C=C/C2=CC=CC=C2.C=1C=CC(=CC1)/C=C/C(=O)/C=C/C2=CC=CC=C2.[Pd].[Pd] (Pd2(dba)3). Solvent: C1(=CC=CC=C1)C (toluene), O (H2O). Reaction conditions: temperature 110 celsius. Product: CC1=NC(=NN1CC=1C=C(C=CC1)N1CCNCC1)C1=NC(=NO1)C1=CC=C(C=C1)OC(F)(F)F (1-{3-[(5-Methyl-3-{3-[4-(trifluoromethoxy)phenyl]-1,2,4-oxadiazol-5-yl}-1H-1,2,4-triazol-1-yl)methyl]phenyl}piperazine). Reaction SMILES: Br[C:2]1[CH:3]=[C:4]([CH:28]=[CH:29][CH:30]=1)[CH2:5][N:6]1[C:10]([CH3:11])=[N:9][C:8]([C:12]2[O:16][N:15]=[C:14]([C:17]3[CH:22]=[CH:21][C:20]([O:23][C:24]([F:27])([F:26])[F:25])=[CH:19][CH:18]=3)[N:13]=2)=[N:7]1.[NH:31]1[CH2:36][CH2:35][NH:34][CH2:33][CH2:32]1.C(O[Na])(C)(C)C.CC(OC1C=CC=C(OC(C)C)C=1C1C(P(C2CCCCC2)C2CCCCC2)=CC=CC=1)C>C1(C)C=CC=CC=1.O.C1C=CC(/C=C/C(/C=C/C2C=CC=CC=2)=O)=CC=1.C1C=CC(/C=C/C(/C=C/C2C=CC=CC=2)=O)=CC=1.C1C=CC(/C=C/C(/C=C/C2C=CC=CC=2)=O)=CC=1.[Pd].[Pd]>[CH3:11][C:10]1[N:6]([CH2:5][C:4]2[CH:3]=[C:2]([N:31]3[CH2:36][CH2:35][NH:34][CH2:33][CH2:32]3)[CH:30]=[CH:29][CH:28]=2)[N:7]=[C:8]([C:12]2[O:16][N:15]=[C:14]([C:17]3[CH:22]=[CH:21][C:20]([O:23][C:24]([F:27])([F:26])[F:25])=[CH:19][CH:18]=3)[N:13]=2)[N:9]=1 |f:6.7.8.9.10|. Reported procedure: To a solution of 5-(1-(3-bromobenzyl)-5-methyl-1H-1,2,4-triazol-3-yl)-3-(4-(trifluoromethoxy)phenyl)-1,2,4-oxadiazole (Example 11, Step 1; 500 mg, 1.04 mmol) in toluene (10 mL) were added piperazine (86 mg, 1.04 mmol), t-BuONa (290 mg, 3 mmol), Ruphos (46 mg, 0.1 mmol) and Pd2(dba)3 (90 mg, 0.1 mmol). The reaction mixture was then heated in a sealed vial at 110° C. under inert atmosphere for 12 h. The resulting mixture was cooled, diluted with H2O (30 mL) and extracted with EtOAc (2×20 mL). The ...